From a dataset of the Open Reaction Database (ORD), a public repository of structured organic reaction records. describe an organic reaction: reactants, conditions, products, and yield Procedure details: (2S,4S)-1-(p-Nitrobenzyloxycarbonyl)-2-hydroxymethyl-4-acetylthiopyrrolidine (78 mg) was dissolved in 1 ml of dry pyridine, and 135 mg of 4-N,N-dimethylaminopyridine and 119 mg of dimethylaminocarbonyl chloride were added successively thereto, followed by stirring at 90° to 100° C. for 20 hours. The reaction mixture was diluted with water and extracted with ethyl acetate. The extract was washed successively with water, dilute hydrochloric acid, water, a saturated sodium bicarbonate solution and ... Reaction SMILES: [N+:1]([C:4]1[CH:24]=[CH:23][C:7]([CH2:8][O:9][C:10]([N:12]2[CH2:16][C@@H:15]([S:17][C:18](=[O:20])[CH3:19])[CH2:14][C@H:13]2[CH2:21][OH:22])=[O:11])=[CH:6][CH:5]=1)([O-:3])=[O:2].[CH3:25][N:26]([CH3:30])[C:27](Cl)=[O:28]>N1C=CC=CC=1.O>[N+:1]([C:4]1[CH:5]=[CH:6][C:7]([CH2:8][O:9][C:10]([N:12]2[CH2:16][C@@H:15]([S:17][C:18](=[O:20])[CH3:19])[CH2:14][C@H:13]2[CH2:21][O:22][C:27]([N:26]([CH3:30])[CH3:25])=[O:28])=[O:11])=[CH:23][CH:24]=1)([O-:3])=[O:2]. Reaction conditions: time 20 hour. Solvent: O (water), N1=CC=CC=C1 (pyridine). The reactants are 4-N,N-dimethylaminopyridine, CN(C(=O)Cl)C (dimethylaminocarbonyl chloride), [N+](=O)([O-])C1=CC=C(COC(=O)N2[C@@H](C[C@@H](C2)SC(C)=O)CO)C=C1 ((2S,4S)-1-(p-Nitrobenzyloxycarbonyl)-2-hydroxymethyl-4-acetylthiopyrrolidine). The product is [N+](=O)([O-])C1=CC=C(COC(=O)N2[C@@H](C[C@@H](C2)SC(C)=O)COC(=O)N(C)C)C=C1 ((2S,4S)-1-(p-nitrobenzyloxycarbonyl)-2-dimethylaminocarbonyloxymethyl-4-acetylthiopyrrolidine). The reactants are C[O-].[Na+] (Sodium methoxide), solution, ClC1=NC=C(C(=O)OC)C=C1[N+](=O)[O-] (methyl 6-chloro-5-nitronicotinate). Solvent: CO (methanol), CO (methanol). Reaction conditions: time 8 hour. Yields the product COC1=NC=C(C(=O)OC)C=C1[N+](=O)[O-] (methyl 6-methoxy-5-nitronicotinate). Reaction SMILES: [CH3:1][O-:2].[Na+].Cl[C:5]1[C:14]([N+:15]([O-:17])=[O:16])=[CH:13][C:8]([C:9]([O:11][CH3:12])=[O:10])=[CH:7][N:6]=1>CO>[CH3:1][O:2][C:5]1[C:14]([N+:15]([O-:17])=[O:16])=[CH:13][C:8]([C:9]([O:11][CH3:12])=[O:10])=[CH:7][N:6]=1 |f:0.1|. Reported procedure: Sodium methoxide in methanol (82.65 mL of a 1 M solution) is added slowly to a stirred solution of methyl 6-chloro-5-nitronicotinate (17 g) in anhydrous methanol (250 mL) and the mixture stirred for 8 hours. The mixture is concentrated, the residue treated with water and then extracted into ethyl acetate. The extracts are washed with water, treated with decolourising charcoal and dried (MgSO4). Concentration afforded methyl 6-methoxy-5-nitronicotinate (9.8 g) as an orange solid. Recrstallisation...